This data is from the Open Reaction Database (ORD), a public repository of structured organic reaction records. The task is: describe an organic reaction: reactants, conditions, products, and yield Starting materials: Brc1ccc2[nH]ncc2c1, O=C([O-])O, C1CCOC1, [Li]C(C)CC, Cl, [H-], [Na+], [Na+], CN(C)C=O. Product: O=Cc1ccc2[nH]ncc2c1. As a reaction SMILES: [Br:3][c:4]1[cH:5][c:6]2[cH:7][n:8][nH:9][c:10]2[cH:11][cH:12]1.[C:24](=[O:25])([OH:26])[O-:27].[CH2:29]1[O:30][CH2:31][CH2:32][CH2:33]1.[CH:13]([Li:14])([CH2:15][CH3:16])[CH3:17].[ClH:23].[H-:1].[Na+:28].[Na+:2].[O:18]=[CH:19][N:20]([CH3:21])[CH3:22]>>[c:4]1([CH:19]=[O:18])[cH:5][c:6]2[cH:7][n:8][nH:9][c:10]2[cH:11][cH:12]1. Starting materials: FC(C(=O)O)(F)F (Trifluoroacetic acid), ClC=1C=C(CN2C(=C(C3=CC=CC=C23)N2CCOCC2)C(=O)OC(C)(C)C)C=CC1Cl (t-butyl N-(3,4-dichlorobenzyl)-3-morpholinoindole-2-carboxylate). Solvent: ClCCl (dichloromethane). Conditions: time 8 hour. Product: ClC=1C=C(CN2C(=C(C3=CC=CC=C23)N2CCOCC2)C(=O)O)C=CC1Cl (N-(3,4-Dichlorobenzyl)-3-morpholinoindole-2-carboxylic acid). Yield: 48.6%. RXN SMILES: FC(F)(F)C(O)=O.[Cl:8][C:9]1[CH:10]=[C:11]([CH:35]=[CH:36][C:37]=1[Cl:38])[CH2:12][N:13]1[C:21]2[C:16](=[CH:17][CH:18]=[CH:19][CH:20]=2)[C:15]([N:22]2[CH2:27][CH2:26][O:25][CH2:24][CH2:23]2)=[C:14]1[C:28]([O:30]C(C)(C)C)=[O:29]>ClCCl>[Cl:8][C:9]1[CH:10]=[C:11]([CH:35]=[CH:36][C:37]=1[Cl:38])[CH2:12][N:13]1[C:21]2[C:16](=[CH:17][CH:18]=[CH:19][CH:20]=2)[C:15]([N:22]2[CH2:23][CH2:24][O:25][CH2:26][CH2:27]2)=[C:14]1[C:28]([OH:30])=[O:29]. Reported procedure: Trifluoroacetic acid (5 ml) was added to a solution of t-butyl N-(3,4-dichlorobenzyl)-3-morpholinoindole-2-carboxylate (293 mg) in dichloromethane (10 ml) and the reaction stirred at ambient temperature overnight. The reaction was concentrated in vacuo and the residue purified by column chromatography using 20% ethyl acetate:iso-hexane as eluent to afford the product as a brown solid (125 mg, 30%); NMR d (CD3SOCD3) 3.10 (t, 4H), 3.83 (t, 4H), 5.36 (s, 2H), 7.01 (t, 1H), 7.12 (m, 2H), 7.46 (m, 2H... Reactants: BrC=1C=C(C=NC1)CC(=O)O (2-(5-bromopyridin-3-yl)acetic acid), S(=O)(Cl)Cl (thionyl chloride), N1=CC=CC=C1 (pyridine). The solvent is CO (methanol). Run at time 8 hour. Yields the product BrC=1C=C(C=NC1)CC(=O)OC (Methyl 2-(5-bromopyridin-3-yl)acetate). Yield: 89.0%. RXN SMILES: [Br:1][C:2]1[CH:3]=[C:4]([CH2:8][C:9]([OH:11])=[O:10])[CH:5]=[N:6][CH:7]=1.S(Cl)(Cl)=O.N1C=CC=C[CH:17]=1>CO>[Br:1][C:2]1[CH:3]=[C:4]([CH2:8][C:9]([O:11][CH3:17])=[O:10])[CH:5]=[N:6][CH:7]=1. Procedure: 2-(5-bromopyridin-3-yl)acetic acid (5.00 g, 23.14 mmol) in methanol (55 mL) at 0° C. was added thionyl chloride (2.196 mL, 30.1 mmol) slowly, pyridine (2.434 mL, 30.1 mmol) was added slowly after and the reaction was stirred at room temperature overnight. Solvent was removed in vacuo and the residue was diluted with water and extracted with ethyl acetate, the organics was washed with brine, dried over magnesium sulfate, filtered and concentrated. Biotage purification (35% EtOAc/Hex) gave title c... Starting materials: C(C)(C)(C)OC(=O)N[C@H](C(=O)O)CC1CCN(CC1)C(=O)OC(C)(C)C ((2S)-2-{[(tert-butoxy)carbonyl]amino}-3-{1-[(tert-butoxy)carbonyl]piperidin-4-yl}propanoic acid), NC=1C=NC2=CC=CC=C2C1 (3-aminoquinoline), C[N+]1(CCOCC1)C2=NC(=NC(=N2)OC)OC.[Cl-] (DMT-MM). Run in C(Cl)Cl (DCM). Conditions: time 8 hour. The product is C(C)(C)(C)OC(=O)N[C@@H](CC1CCN(CC1)C(=O)OC(C)(C)C)C(NC=1C=NC2=CC=CC=C2C1)=O (tert-butyl 4-[(2S)-2-{[(tert-butoxy)carbonyl]amino}-2-[(quinolin-3-yl)carbamoyl]ethyl]piperidine-1-carboxylate). The yield is 70.0%. As a reaction SMILES: [C:1]([O:5][C:6]([NH:8][C@@H:9]([CH2:13][CH:14]1[CH2:19][CH2:18][N:17]([C:20]([O:22][C:23]([CH3:26])([CH3:25])[CH3:24])=[O:21])[CH2:16][CH2:15]1)[C:10]([OH:12])=O)=[O:7])([CH3:4])([CH3:3])[CH3:2].[NH2:27][C:28]1[CH:29]=[N:30][C:31]2[C:36]([CH:37]=1)=[CH:35][CH:34]=[CH:33][CH:32]=2.C[N+]1(C2N=C(OC)N=C(OC)N=2)CCOCC1.[Cl-]>C(Cl)Cl>[C:1]([O:5][C:6]([NH:8][C@H:9]([C:10](=[O:12])[NH:27][C:28]1[CH:29]=[N:30][C:31]2[C:36]([CH:37]=1)=[CH:35][CH:34]=[CH:33][CH:32]=2)[CH2:13][CH:14]1[CH2:15][CH2:16][N:17]([C:20]([O:22][C:23]([CH3:26])([CH3:25])[CH3:24])=[O:21])[CH2:18][CH2:19]1)=[O:7])([CH3:4])([CH3:2])[CH3:3] |f:2.3|. Procedure details: To a solution of (2S)-2-{[(tert-butoxy)carbonyl]amino}-3-{1-[(tert-butoxy)carbonyl]piperidin-4-yl}propanoic acid LXXV (450 mg 1.21 mmol) and 3-aminoquinoline (187 mg, 1.30 mmol) in DCM (20 mL) was added DMT-MM (387 mg, 1.4 mmol). The mixture was stirred at r.t. overnight. The reaction was washed with water, 1 N HCl, satd. aq. NaHCO3, water and dried over Na2SO4. The product was purified on a silica gel column (1:1 EtOAc:hexane) to give tert-butyl 4-[(2S)-2-{[(tert-butoxy)carbonyl]amino}-2-[(quin... The reactants are BrCC(=O)OCC (ethyl bromoacetate), ClC=1C(=CC2=C(SC(=C2)CC(C)C)C1Cl)O (6,7-dichloro-5-hydroxy-2-isobutylbenzo[b]thiophene), CN(C=O)C (dimethylformamide), C([O-])([O-])=O.[K+].[K+] (potassium carbonate). Run in CC(CC)=O (2-butanone), CC(CC)=O (2-butanone). Run at time 2 hour. The product is C(C)OC(COC1=CC2=C(SC(=C2)CC(C)C)C(=C1Cl)Cl)=O (ethyl[(6,7-dichloro-2-isobutylbenzo[b]-thien-5-yl)oxy]acetate). The yield is 91.4%. Reaction SMILES: [Cl:1][C:2]1[C:3]([OH:16])=[CH:4][C:5]2[CH:9]=[C:8]([CH2:10][CH:11]([CH3:13])[CH3:12])[S:7][C:6]=2[C:14]=1[Cl:15].Br[CH2:18][C:19]([O:21][CH2:22][CH3:23])=[O:20].C(=O)([O-])[O-].[K+].[K+].CN(C)C=O>CC(=O)CC>[CH2:22]([O:21][C:19](=[O:20])[CH2:18][O:16][C:3]1[C:2]([Cl:1])=[C:14]([Cl:15])[C:6]2[S:7][C:8]([CH2:10][CH:11]([CH3:13])[CH3:12])=[CH:9][C:5]=2[CH:4]=1)[CH3:23] |f:2.3.4|. Procedure details: To a mixture of 10 g of 6,7-dichloro-5-hydroxy-2-isobutylbenzo[b]thiophene and 200 ml 2-butanone is added a mixture of 6.9 g of ethyl bromoacetate in 50 ml of 2-butanone and by 6.6 g of potassium carbonate and 3.4 ml sieve-dried dimethylformamide. The reaction mixture is stirred at 95°-100° for 2 hrs, allowed to cool and filtered. To the filtrate is added 100 ml of water and 100 ml of ether. The organic layers are combined, washed, dried over anhydrous magnesium sulfate, filtered and the solvent...